Dataset: the Open Reaction Database (ORD), a public repository of structured organic reaction records. Task: describe an organic reaction: reactants, conditions, products, and yield The reactants are O=C=Nc1ccc(Br)cc1, CC(C)=O, Cl, NC1=NCCC1, [Na]. Product: O=C(NC1=NCCC1)Nc1ccc(Br)cc1. As a reaction SMILES: [Br:9][c:10]1[cH:11][cH:12][c:13]([N:16]=[C:17]=[O:18])[cH:14][cH:15]1.[CH3:19][C:20](=[O:21])[CH3:22].[ClH:2].[NH2:3][C:4]1=[N:5][CH2:6][CH2:7][CH2:8]1.[Na:1]>>[NH:3]([C:4]1=[N:5][CH2:6][CH2:7][CH2:8]1)[C:17]([NH:16][c:13]1[cH:12][cH:11][c:10]([Br:9])[cH:15][cH:14]1)=[O:18]. Reactants: DPP-Cl(68 μl), TEA(50 μl), NC=1C(=C(C(=O)O)C=CC1)Cl (3-amino-2-chlorobenzoic acid), CC1=C(CNC(=O)[C@H]2N(CSC2(C)C)C([C@H]([C@H](CC2=CC=C(C=C2)OC)N)O)=O)C=CC=C1 ((R)-N-(2-methylbenzyl)-3-[(2S,3S)-3-amino-2-hydroxy-4-(4-methoxyphenyl)butanoyl]-5,5-dimethyl-1,3-thiazolidine-4-carboxamide), TEA. Run in CCOC(=O)C (EtOAc). Reaction conditions: time 1 hour. The product is CC1=C(CNC(=O)[C@H]2N(CSC2(C)C)C([C@H]([C@H](CC2=CC=C(C=C2)OC)NC(C2=C(C(=CC=C2)N)Cl)=O)O)=O)C=CC=C1 ((R)-N-(2-methylbenzyl)-3-[(2S,3S)-2-hydroxy-3-(3-amino-2-chlorobenzoyl)amino-4-(4-methoxyphenyl)butanoyl]-5,5-dimethyl-1,3-thiazolidine-4-carboxamide). Isolated yield 81.9%. As a reaction SMILES: [NH2:1][C:2]1[C:3]([Cl:11])=[C:4]([CH:8]=[CH:9][CH:10]=1)[C:5]([OH:7])=O.[CH3:12][C:13]1[CH:44]=[CH:43][CH:42]=[CH:41][C:14]=1[CH2:15][NH:16][C:17]([C@@H:19]1[C:23]([CH3:25])([CH3:24])[S:22][CH2:21][N:20]1[C:26](=[O:40])[C@@H:27]([OH:39])[C@@H:28]([NH2:38])[CH2:29][C:30]1[CH:35]=[CH:34][C:33]([O:36][CH3:37])=[CH:32][CH:31]=1)=[O:18]>CCOC(C)=O>[CH3:12][C:13]1[CH:44]=[CH:43][CH:42]=[CH:41][C:14]=1[CH2:15][NH:16][C:17]([C@@H:19]1[C:23]([CH3:25])([CH3:24])[S:22][CH2:21][N:20]1[C:26](=[O:40])[C@@H:27]([OH:39])[C@@H:28]([NH:38][C:5](=[O:7])[C:4]1[CH:8]=[CH:9][CH:10]=[C:2]([NH2:1])[C:3]=1[Cl:11])[CH2:29][C:30]1[CH:31]=[CH:32][C:33]([O:36][CH3:37])=[CH:34][CH:35]=1)=[O:18]. Procedure details: DPP-Cl(68 μl) and TEA(50 μl) were added to a solution of 3-amino-2-chlorobenzoic acid (56 mg) in EtOAc (2 ml), and the mixture was stirred for one hour. After the addition of the compound obtained in Step 2 of Example 1 (141 mg) and TEA (50 μl), the mixture was stirred overnight. The reaction mixture was washed with 5% Na2CO3 (×2), 1N HCl, and 5% NaCl, dried over MgSO4. After filtration and concentration, the residue was purified by silica gel column chromatography (CH2Cl2—MeOH), and reprecipita... The reactants are CC(C)(C)[Si](C)(C)OCCOc1ccc(Cl)c(F)c1, CN(C)C=O, CC(=O)O, CC(C)NC(C)C, [Li], C1CCOC1. Yields the product CC(C)(C)[Si](C)(C)OCCOc1ccc(Cl)c(F)c1C=O. RXN SMILES: [C:1]([CH3:2])([CH3:3])([CH3:4])[Si:5]([CH3:6])([CH3:7])[O:8][CH2:9][CH2:10][O:11][c:12]1[cH:13][c:14]([F:19])[c:15]([Cl:18])[cH:16][cH:17]1.[CH3:28][N:29]([CH:30]=[O:31])[CH3:32].[CH3:33][C:34](=[O:35])[OH:36].[CH:20]([NH:21][CH:22]([CH3:23])[CH3:24])([CH3:25])[CH3:26].[Li:27].[O:37]1[CH2:38][CH2:39][CH2:40][CH2:41]1>>[C:1]([CH3:2])([CH3:3])([CH3:4])[Si:5]([CH3:6])([CH3:7])[O:8][CH2:9][CH2:10][O:11][c:12]1[c:13]([CH:30]=[O:31])[c:14]([F:19])[c:15]([Cl:18])[cH:16][cH:17]1. The reactants are CCOC(=O)C (EtOAc), C(C)(C)(C)O[C@H](C(=O)OCC)C1=C(C2=C(N=C(S2)C2=CC(=NC=C2)C=2C=C3C=NN(C3=CC2)C2CN(C2)C(=O)OC(C)(C)C)C=C1C)C1=CC=C(C=C1)Cl ((S)-tert-butyl 3-(5-(4-(6-(1-tert-butoxy-2-ethoxy-2-oxoethyl)-7-(4-chlorophenyl)-5-methylbenzo[d]thiazol-2-yl)pyridin-2-yl)-1H-indazol-1-yl)azetidine-1-carboxylate), Cl (HCl). Solvent: C(C)(C)O (isopropanol), O1CCOCC1 (Dioxane). Yields the product N1CC(C1)N1N=CC2=CC(=CC=C12)C1=NC=CC(=C1)C=1SC2=C(N1)C=C(C(=C2C2=CC=C(C=C2)Cl)[C@@H](C(=O)OCC)OC(C)(C)C)C ((S)-ethyl 2-(2-(2-(1-(azetidin-3-yl)-1H-indazol-5-yl)pyridin-4-yl)-7-(4-chlorophenyl)-5-methylbenzo[d]thiazol-6-yl)-2-tert-butoxyacetate). As a reaction SMILES: [C:1]([O:5][C@@H:6]([C:12]1[C:46]([CH3:47])=[CH:45][C:15]2[N:16]=[C:17]([C:19]3[CH:24]=[CH:23][N:22]=[C:21]([C:25]4[CH:26]=[C:27]5[C:31](=[CH:32][CH:33]=4)[N:30]([CH:34]4[CH2:37][N:36](C(OC(C)(C)C)=O)[CH2:35]4)[N:29]=[CH:28]5)[CH:20]=3)[S:18][C:14]=2[C:13]=1[C:48]1[CH:53]=[CH:52][C:51]([Cl:54])=[CH:50][CH:49]=1)[C:7]([O:9][CH2:10][CH3:11])=[O:8])([CH3:4])([CH3:3])[CH3:2].Cl.CCOC(C)=O>C(O)(C)C.O1CCOCC1>[NH:36]1[CH2:37][CH:34]([N:30]2[C:31]3[C:27](=[CH:26][C:25]([C:21]4[CH:20]=[C:19]([C:17]5[S:18][C:14]6[C:13]([C:48]7[CH:49]=[CH:50][C:51]([Cl:54])=[CH:52][CH:53]=7)=[C:12]([C@H:6]([O:5][C:1]([CH3:4])([CH3:3])[CH3:2])[C:7]([O:9][CH2:10][CH3:11])=[O:8])[C:46]([CH3:47])=[CH:45][C:15]=6[N:16]=5)[CH:24]=[CH:23][N:22]=4)=[CH:33][CH:32]=3)[CH:28]=[N:29]2)[CH2:35]1. Procedure details: To a solution of (S)-tert-butyl 3-(5-(4-(6-(1-tert-butoxy-2-ethoxy-2-oxoethyl)-7-(4-chlorophenyl)-5-methylbenzo[d]thiazol-2-yl)pyridin-2-yl)-1H-indazol-1-yl)azetidine-1-carboxylate (54 mg, 0.070 mmol) in isopropanol (3 mL) was added HCl in Dioxane (3 mL, 4 N in dioxane). The reaction mixture was stirred at room temperature. After the reaction finished, the reaction mixture was diluted by EtOAc, washed by saturated NaHCO3, back-extracted by EtOAc, the organic phase was dried over MgSO4, filtered,... The reactants are O=C1CCC(=O)N1Br, O=C(OOC(=O)c1ccccc1)c1ccccc1, ClC(Cl)(Cl)Cl, COC(=O)c1c(OC(C)=O)cc(C)cc1OC(C)=O. Yields the product COC(=O)c1c(OC(C)=O)cc(CBr)cc1OC(C)=O. RXN SMILES: [Br:20][N:21]1[C:22](=[O:23])[CH2:24][CH2:25][C:26]1=[O:27].[C:28]([O:29][O:30][C:31](=[O:32])[c:33]1[cH:34][cH:35][cH:36][cH:37][cH:38]1)(=[O:39])[c:40]1[cH:41][cH:42][cH:43][cH:44][cH:45]1.[C:46]([Cl:47])([Cl:48])([Cl:49])[Cl:50].[CH3:1][c:2]1[cH:3][c:4]([O:16][C:17]([CH3:18])=[O:19])[c:5]([C:6](=[O:7])[O:8][CH3:9])[c:10]([O:12][C:13]([CH3:14])=[O:15])[cH:11]1>>[CH2:1]([c:2]1[cH:3][c:4]([O:16][C:17]([CH3:18])=[O:19])[c:5]([C:6](=[O:7])[O:8][CH3:9])[c:10]([O:12][C:13]([CH3:14])=[O:15])[cH:11]1)[Br:20]. Reactants: C(C#C)OC (Methyl propargyl ether), solution, C(CCC)[Li] (butyl lithium), CCCCCC (hexane), CN(C1(CCC(CC1)=O)C1=CC=CC=C1)C (4-dimethylamino-4-phenylcyclohexanone), C(C1=CC=CC=C1)Br (benzyl bromide), [Br-].[Li+] (lithium bromide). The solvent is C1CCOC1 (THF), C1CCOC1 (THF), O (water), CS(=O)C (DMSO), C1CCOC1 (THF). Run at temperature -5 celsius. Yields the product C(C1=CC=CC=C1)OC1(CCC(CC1)(C1=CC=CC=C1)N(C)C)C#CCOC ([4-benzyloxy-4-(3-methoxy-prop-1-ynyl)-1-phenyl-cyclohexyl]-dimethylamine). Reaction SMILES: [CH2:1]([O:4][CH3:5])[C:2]#[CH:3].C([Li])CCC.CCCCCC.[CH3:17][N:18]([CH3:32])[C:19]1([C:26]2[CH:31]=[CH:30][CH:29]=[CH:28][CH:27]=2)[CH2:24][CH2:23][C:22](=[O:25])[CH2:21][CH2:20]1.[Br-].[Li+].[CH2:35](Br)[C:36]1[CH:41]=[CH:40][CH:39]=[CH:38][CH:37]=1>O.CS(C)=O.C1COCC1>[CH2:35]([O:25][C:22]1([C:3]#[C:2][CH2:1][O:4][CH3:5])[CH2:23][CH2:24][C:19]([N:18]([CH3:32])[CH3:17])([C:26]2[CH:27]=[CH:28][CH:29]=[CH:30][CH:31]=2)[CH2:20][CH2:21]1)[C:36]1[CH:41]=[CH:40][CH:39]=[CH:38][CH:37]=1 |f:4.5|. Procedure details: Methyl propargyl ether (0.36 g, 5.2 mmol) dissolved in abs. THF (5 mL) was added in drops to a 2.5 M solution of butyl lithium in hexane (2.1 mL, 5.2 mmol) at −30° C. in argon. A solution of 4-dimethylamino-4-phenylcyclohexanone (1.08 g, 5.0 mmol) in abs. THF (5 mL) and lithium bromide (0.22 g, 2.5 mmol) dissolved in abs. THF (2.0 mL) was then added at −30° C. The reaction mixture was heated to −5° C., mixed in drops with a solution of benzyl bromide (1.28 g, 7.5 mmol) in abs. DMSO (10 mL) and s... The reactants are N#N (N2), C(CC)[Mg]Cl (PrMgCl), [Sn](C)(C)(C)Cl ((CH3)3SnCl), BrC=1C=NC=CC1 (3-bromo-pyridine). Run in C1CCOC1 (THF). Reaction conditions: temperature 10 celsius, time 2 hour. The product is C[Sn](C=1C=NC=CC1)(C)C (3-Trimethylstannanyl-pyridine). Yield: 66.0%. As a reaction SMILES: Br[C:2]1[CH:3]=[N:4][CH:5]=[CH:6][CH:7]=1.C([Mg]Cl)CC.[Sn:13](Cl)([CH3:16])([CH3:15])[CH3:14].N#N>C1COCC1>[CH3:14][Sn:13]([CH3:16])([CH3:15])[C:2]1[CH:3]=[N:4][CH:5]=[CH:6][CH:7]=1. Procedure: To anhydrous THF (100 ml) containing 3-bromo-pyridine (3.29 g, 20.82 mmol), were added 1.2 eq of /PrMgCl (12.49 ml, 2M in THF) and the resulting mixture was stirred for 2 hours under N2 (10° C.). Subsequently 1.2 eq of (CH3)3SnCl were added and the reaction mixture was stirred for 18 hours at room temperature (under N2). The reaction mixture was quenched with a saturated NH4Cl solution, diluted with ethyl acetate, washed three times with a saturated NaHCO3 solution, dried (Na2SO4), filtered and ... Reaction SMILES: [Cl:1][c:2]1[n:3][c:4]([NH:10][c:11]2[cH:12][c:13]([O:23][CH3:24])[c:14](-[n:17]3[cH:18][n:19][c:20]([CH3:22])[cH:21]3)[cH:15][cH:16]2)[n:5][c:6]([O:8][CH3:9])[n:7]1.[OH:25][c:26]1[c:27]([CH3:32])[n:28][cH:29][cH:30][cH:31]1>>[c:2]1([O:25][c:26]2[c:27]([CH3:32])[n:28][cH:29][cH:30][cH:31]2)[n:3][c:4]([NH:10][c:11]2[cH:12][c:13]([O:23][CH3:24])[c:14](-[n:17]3[cH:18][n:19][c:20]([CH3:22])[cH:21]3)[cH:15][cH:16]2)[n:5][c:6]([O:8][CH3:9])[n:7]1. Product: COc1nc(Nc2ccc(-n3cnc(C)c3)c(OC)c2)nc(Oc2cccnc2C)n1. Reactants: COc1nc(Cl)nc(Nc2ccc(-n3cnc(C)c3)c(OC)c2)n1, Cc1ncccc1O. The reactants are ClC=1C(=C(OCC(N)=NO)C=CC1)C (3-chloro-2-methyl-phenoxy-acetamide oxime), C(OCC)(OCC)OCC (triethyl orthoformate). Reagents/catalysts: B(F)(F)F.CCOCC (boron trifluoride etherate). Product: ClC=1C(=C(OCC2=NOC=N2)C=CC1)C (3-(3-chloro-2-methyl-phenoxymethyl)-1,2,4-oxadiazole). Isolated yield 57.4%. RXN SMILES: [Cl:1][C:2]1[C:3]([CH3:14])=[C:4]([CH:11]=[CH:12][CH:13]=1)[O:5][CH2:6][C:7](=[N:9][OH:10])[NH2:8].[CH:15](OCC)(OCC)OCC>B(F)(F)F.CCOCC>[Cl:1][C:2]1[C:3]([CH3:14])=[C:4]([CH:11]=[CH:12][CH:13]=1)[O:5][CH2:6][C:7]1[N:8]=[CH:15][O:10][N:9]=1 |f:2.3|. Reported procedure: 7.0 g (32.6 mmol) of 3-chloro-2-methyl-phenoxy-acetamide oxime are introduced into 70 ml of triethyl orthoformate, and 5 drops of boron trifluoride etherate are added at room temperature. The mixture is subsequently stirred at reflux temperature until the reaction is complete (approximately 1 hour) and the entire batch is concentrated in vacuo. The residue is taken up in 100 ml of methylene chloride and washed in succession with 100 ml of 2N hydrochloric acid, saturated sodium carbonate solution...